From a dataset of the Open Reaction Database (ORD), a public repository of structured organic reaction records. describe an organic reaction: reactants, conditions, products, and yield Starting materials: FC1=C(C=CC=C1C)NC1=C(C=NC=2N1N=CC2C(=O)O)C(=O)N2CCC(CC2)C2=CC=CC=C2 (7-(2-Fluoro-3-methylphenylamino)-6-(4-phenylpiperidine-1-carbonyl)pyrazolo[1,5-a]pyrimidine-3-carboxylic acid), C(C)S(=O)(=O)N (ethanesulfonamide). The product is FC1=C(C=CC=C1C)NC1=C(C=NC=2N1N=CC2C(=O)NS(=O)(=O)CC)C(=O)N2CCC(CC2)C2=CC=CC=C2 (N-[7-(2-Fluoro-3-methylphenylamino)-6-(4-phenylpiperidine-1-carbonyl)pyrazolo[1,5-a]pyrimidine-3-carbonyl]ethanesulfonamide). Isolated yield 71.8%. As a reaction SMILES: [F:1][C:2]1[C:7]([CH3:8])=[CH:6][CH:5]=[CH:4][C:3]=1[NH:9][C:10]1[N:15]2[N:16]=[CH:17][C:18]([C:19](O)=[O:20])=[C:14]2[N:13]=[CH:12][C:11]=1[C:22]([N:24]1[CH2:29][CH2:28][CH:27]([C:30]2[CH:35]=[CH:34][CH:33]=[CH:32][CH:31]=2)[CH2:26][CH2:25]1)=[O:23].[CH2:36]([S:38]([NH2:41])(=[O:40])=[O:39])[CH3:37]>>[F:1][C:2]1[C:7]([CH3:8])=[CH:6][CH:5]=[CH:4][C:3]=1[NH:9][C:10]1[N:15]2[N:16]=[CH:17][C:18]([C:19]([NH:41][S:38]([CH2:36][CH3:37])(=[O:40])=[O:39])=[O:20])=[C:14]2[N:13]=[CH:12][C:11]=1[C:22]([N:24]1[CH2:25][CH2:26][CH:27]([C:30]2[CH:35]=[CH:34][CH:33]=[CH:32][CH:31]=2)[CH2:28][CH2:29]1)=[O:23]. Procedure: In the same manner as in Example 1, step 6 and using 7-(2-fluoro-3-methylphenylamino)-6-(4-phenylpiperidine-1-carbonyl)pyrazolo[1,5-a]pyrimidine-3-carboxylic acid (35 mg, 0.074 mmol) obtained in step 2 and ethanesulfonamide (33 mg, 0.30 mmol), the title compound (30 mg, 73%) was obtained. RXN SMILES: Cl[CH2:2][CH2:3][CH2:4][CH2:5][O:6][C:7]1[CH:8]=[CH:9][C:10]2[NH:15][C:14](=[O:16])[O:13][C:12]([CH:23]3[CH2:28][CH2:27][CH2:26][CH2:25][CH2:24]3)([CH:17]3[CH2:22][CH2:21][CH2:20][CH2:19][CH2:18]3)[C:11]=2[CH:29]=1.[CH:30]1([C:36]2[CH:41]=[CH:40][C:39]([SH:42])=[CH:38][CH:37]=2)[CH2:35][CH2:34][CH2:33][CH2:32][CH2:31]1>>[CH:30]1([C:36]2[CH:37]=[CH:38][C:39]([S:42][CH2:2][CH2:3][CH2:4][CH2:5][O:6][C:7]3[CH:8]=[CH:9][C:10]4[NH:15][C:14](=[O:16])[O:13][C:12]([CH:23]5[CH2:28][CH2:27][CH2:26][CH2:25][CH2:24]5)([CH:17]5[CH2:22][CH2:21][CH2:20][CH2:19][CH2:18]5)[C:11]=4[CH:29]=3)=[CH:40][CH:41]=2)[CH2:31][CH2:32][CH2:33][CH2:34][CH2:35]1. Procedure details: Prepared analogously to Example 1 from 6-(4-chlorobutoxy)-4,4-dicyclohexyl-4H-3,1-benzoxazin-2-one and 4-cyclohexyl-thiophenol. Starting materials: ClCCCCOC=1C=CC2=C(C(OC(N2)=O)(C2CCCCC2)C2CCCCC2)C1 (6-(4-chlorobutoxy)-4,4-dicyclohexyl-4H-3,1-benzoxazin-2-one), C1(CCCCC1)C1=CC=C(C=C1)S (4-cyclohexyl-thiophenol). Yields the product C1(CCCCC1)C1=CC=C(C=C1)SCCCCOC=1C=CC2=C(C(OC(N2)=O)(C2CCCCC2)C2CCCCC2)C1 (6-[4-(4-Cyclohexyl-phenylmercapto)-butoxy]-4,4-dicyclohexyl-4H-3,1-benzoxazin-2-one). Starting materials: trifluorocacetic acid, FC(S(=O)(=O)O)(F)F (trifluoromethanesulfonic acid), COC1=CC=C(CS[C@H]2C[C@H](N(C2)C)C(=O)N2C(CN(CC2)[N+](=O)[O-])C(=O)OCC2=CC=CC=C2)C=C1 ((2S,4S)-4-(4-methoxybenzylthio)-2-(4-nitrobenzyloxycarbonyl-1-piperazinylcarbonyl)-1-methylpyrrolidine). The solvent is C1(=CC=CC=C1)OC (anisole). Conditions: time 30 minute. Product: FC(S(=O)(=O)O)(F)F.S[C@H]1C[C@H](N(C1)C)C(=O)N1C(CN(CC1)[N+](=O)[O-])C(=O)OCC1=CC=CC=C1 ((2S,4S)-4-Mercapto-2-(4-nitrobenzyloxycarbonyl-1-piperazinylcarbonyl)-1-methylpyrrolidine trifluoromethanesulfonate). As a reaction SMILES: [F:1][C:2]([F:8])([F:7])[S:3]([OH:6])(=[O:5])=[O:4].COC1C=CC(C[S:16][C@@H:17]2[CH2:21][N:20]([CH3:22])[C@H:19]([C:23]([N:25]3[CH2:30][CH2:29][N:28]([N+:31]([O-:33])=[O:32])[CH2:27][CH:26]3[C:34]([O:36][CH2:37][C:38]3[CH:43]=[CH:42][CH:41]=[CH:40][CH:39]=3)=[O:35])=[O:24])[CH2:18]2)=CC=1>C1(OC)C=CC=CC=1>[F:1][C:2]([F:8])([F:7])[S:3]([OH:6])(=[O:5])=[O:4].[SH:16][C@@H:17]1[CH2:21][N:20]([CH3:22])[C@H:19]([C:23]([N:25]2[CH2:30][CH2:29][N:28]([N+:31]([O-:33])=[O:32])[CH2:27][CH:26]2[C:34]([O:36][CH2:37][C:38]2[CH:43]=[CH:42][CH:41]=[CH:40][CH:39]=2)=[O:35])=[O:24])[CH2:18]1 |f:3.4|. Procedure details: 130 ml of trifluorocacetic acid and 4.6 ml of trifluoromethanesulfonic acid were added dropwise to a solution of 13.8 g of (2S,4S)-4-(4-methoxybenzylthio)-2-(4-nitrobenzyloxycarbonyl-1-piperazinylcarbonyl)-1-methylpyrrolidine [prepared as described in step (i) above] in 28.3 ml of anisole, and the resulting mixture was stirred for 30 minutes, whilst ice-cooling. At the end of this time, the reaction mixture was concentrated by evaporation under reduced pressure, and the resulting residue was was... Starting materials: C(C1=CC=CC=C1)N (monobenzylamine), C(C1=CC=CC=C1)OC(=O)N[C@@H](CCC)C(=O)N[C@@H](C)C(=O)N[C@@H](C)P(O)(O)=O ((1R)-1-[(N-benzyloxycarbonyl-L-norvalyl-L-alanyl)amino]-ethyl-phosphonic acid). Yields the product N[C@@H](CCC)C(=O)N[C@@H](C)C(=O)N[C@@H](C)P(O)(O)=O ((1R)-1-(L-norvalyl-L-alanylamino)ethylphosphonic acid). As a reaction SMILES: C(N)C1C=CC=CC=1.C(OC([NH:19][C@H:20]([C:24]([NH:26][C@H:27]([C:29]([NH:31][C@H:32]([P:34](=[O:37])([OH:36])[OH:35])[CH3:33])=[O:30])[CH3:28])=[O:25])[CH2:21][CH2:22][CH3:23])=O)C1C=CC=CC=1>>[NH2:19][C@H:20]([C:24]([NH:26][C@H:27]([C:29]([NH:31][C@H:32]([P:34](=[O:35])([OH:37])[OH:36])[CH3:33])=[O:30])[CH3:28])=[O:25])[CH2:21][CH2:22][CH3:23]. Reported procedure: In a manner analogous to that described in Example 5(A)(iii), from the monobenzylamine salt of (1R)-1-[(N-benzyloxycarbonyl-L-norvalyl-L-alanyl)amino]-ethyl-phosphonic acid there was obtained (1R)-1-(L-norvalyl-L-alanylamino)ethylphosphonic acid of melting point 260°-261° C. (decomposition); [α]D20 =-46.5°; [α]36520 =-168° (c=0.51% in water). The reactants are C1CCOC1, CCOC(=O)c1cc2c(c(OS(=O)(=O)C(F)(F)F)c1)CCCC2, O. The product is CCOC(=O)c1cc(C)c2c(c1)CCCC2. Reaction SMILES: [CH2:25]1[O:26][CH2:27][CH2:28][CH2:29]1.[F:1][C:2]([F:3])([F:4])[S:5]([O:6][c:7]1[cH:8][c:9]([C:17](=[O:18])[O:19][CH2:20][CH3:21])[cH:10][c:11]2[c:16]1[CH2:15][CH2:14][CH2:13][CH2:12]2)(=[O:22])=[O:23].[OH2:24]>>[c:7]1([CH3:25])[cH:8][c:9]([C:17](=[O:18])[O:19][CH2:20][CH3:21])[cH:10][c:11]2[c:16]1[CH2:15][CH2:14][CH2:13][CH2:12]2. Starting materials: BrCC(=O)C1=CSC=C1 (2-Bromo-1-(thiophen-3-yl)ethanone), S1C2=C(C(=C1)C(C(=O)O[C@H]1CN3CCC1CC3)NC3=CC=CC=C3)C=CC=C2 ((R)-quinuclidin-3-yl 2-(benzo[b]thiophen-3-yl)-2-(phenylamino)acetate). Solvent: CCOC(=O)C (EtOAc). Reaction conditions: time 3 hour. Yields the product [Br-].S1C2=C(C(=C1)C(C(=O)O[C@H]1C[N+]3(CCC1CC3)CC(C3=CSC=C3)=O)NC3=CC=CC=C3)C=CC=C2 ((R)-3-(2-(benzo[b]thiophen-3-yl)-2-(phenylamino)acetoxy)-1-(2-oxo-2-(thiophen-3-yl)ethyl)-1-azoniabicyclo[2.2.2]octane bromide). The yield is 21.4%. As a reaction SMILES: [Br:1][CH2:2][C:3]([C:5]1[CH:9]=[CH:8][S:7][CH:6]=1)=[O:4].[S:10]1[CH:14]=[C:13]([CH:15]([NH:27][C:28]2[CH:33]=[CH:32][CH:31]=[CH:30][CH:29]=2)[C:16]([O:18][C@@H:19]2[CH:24]3[CH2:25][CH2:26][N:21]([CH2:22][CH2:23]3)[CH2:20]2)=[O:17])[C:12]2[CH:34]=[CH:35][CH:36]=[CH:37][C:11]1=2>CCOC(C)=O>[Br-:1].[S:10]1[CH:14]=[C:13]([CH:15]([NH:27][C:28]2[CH:33]=[CH:32][CH:31]=[CH:30][CH:29]=2)[C:16]([O:18][C@@H:19]2[CH:24]3[CH2:25][CH2:26][N+:21]([CH2:2][C:3](=[O:4])[C:5]4[CH:9]=[CH:8][S:7][CH:6]=4)([CH2:22][CH2:23]3)[CH2:20]2)=[O:17])[C:12]2[CH:34]=[CH:35][CH:36]=[CH:37][C:11]1=2 |f:3.4|. Reported procedure: 2-Bromo-1-(thiophen-3-yl)ethanone (52.2 mg, 0.25 mmol) was added portion-wise to a solution of (R)-quinuclidin-3-yl 2-(benzo[b]thiophen-3-yl)-2-(phenylamino)acetate (C19) (100 mg, 0.25 mmol) in EtOAc (2 ml). The reaction was stirred at room temperature for 3 hours. The precipitate was filtered, washed with EtOAc and purified by preparative HPLC (Eluent: CH3CN, H2O) to obtain (R)-3-(2-(benzo[b]thiophen-3-yl)-2-(phenylamino)acetoxy)-1-(2-oxo-2-(thiophen-3-yl)ethyl)-1-azoniabicyclo[2.2.2]octane bro... The reactants are [Br-], CCOC(=O)CBr, CCOC(=O)C[P+](c1ccccc1)(c1ccccc1)c1ccccc1, [Na+], [OH-], O, [PH4+], c1ccc(P(c2ccccc2)c2ccccc2)cc1, c1ccccc1. Yields the product CCOC(=O)C=P(c1ccccc1)(c1ccccc1)c1ccccc1. As a reaction SMILES: [Br-:27].[Br:20][CH2:21][C:22]([O:23][CH2:24][CH3:25])=[O:26].[CH2:28]([CH3:29])[O:30][C:31](=[O:32])[CH2:33][P+:34]([c:35]1[cH:36][cH:37][cH:38][cH:39][cH:40]1)([c:41]1[cH:42][cH:43][cH:44][cH:45][cH:46]1)[c:47]1[cH:48][cH:49][cH:50][cH:51][cH:52]1.[Na+:55].[OH-:54].[OH2:62].[PH4+:53].[c:1]1([P:2]([c:3]2[cH:4][cH:5][cH:6][cH:7][cH:8]2)[c:9]2[cH:10][cH:11][cH:12][cH:13][cH:14]2)[cH:15][cH:16][cH:17][cH:18][cH:19]1.[cH:56]1[cH:57][cH:58][cH:59][cH:60][cH:61]1>>[CH2:28]([CH3:29])[O:30][C:31](=[O:32])[CH:33]=[P:34]([c:35]1[cH:36][cH:37][cH:38][cH:39][cH:40]1)([c:41]1[cH:42][cH:43][cH:44][cH:45][cH:46]1)[c:47]1[cH:48][cH:49][cH:50][cH:51][cH:52]1.